From a dataset of the Open Reaction Database (ORD), a public repository of structured organic reaction records. describe an organic reaction: reactants, conditions, products, and yield Reactants: [N+](=O)(O)[O-] (nitric acid), C1=CC=CC=2C3=CC=CC=C3CCC12 (9,10-dihydrophenanthrene), O (water). The solvent is C(C)(=O)O (acetic acid). Reaction conditions: time 7 hour. Yields the product [N+](=O)([O-])C1=CC=2CCC3=CC=CC=C3C2C=C1 (2-nitro-9,10-dihydrophenanthrene). Isolated yield 74.0%. RXN SMILES: [CH:1]1[C:14]2[CH2:13][CH2:12][C:11]3[C:6](=[CH:7][CH:8]=[CH:9][CH:10]=3)[C:5]=2[CH:4]=[CH:3][CH:2]=1.[N+:15]([O-])([OH:17])=[O:16].O>C(O)(=O)C>[N+:15]([C:9]1[CH:8]=[CH:7][C:6]2[C:5]3[C:14](=[CH:1][CH:2]=[CH:3][CH:4]=3)[CH2:13][CH2:12][C:11]=2[CH:10]=1)([O-:17])=[O:16]. Procedure details: First, 300 g of 9,10-dihydrophenanthrene were dissolved in 2 L of acetic acid, and then 450 mL of fuming nitric acid (d=1.50) were dropped to the mixture. The reaction solution was stirred at room temperature for 7 hours. The reaction solution was poured into 5 L of water, and then the precipitated crystal was separated by filtration and recovered. The resultant crystal was washed with water and methanol, and was then dried under reduced pressure. Thus, 280 g of an orange crystal were obtained (...